This data is from the Open Reaction Database (ORD), a public repository of structured organic reaction records. The task is: describe an organic reaction: reactants, conditions, products, and yield The reactants are CCO, C1=C(c2cnccn2)C2CCN1CC2. The product is c1cnc(C2CN3CCC2CC3)cn1. RXN SMILES: [CH3:15][CH2:16][OH:17].[n:1]1[c:2]([C:7]2=[CH:8][N:9]3[CH2:10][CH2:11][CH:12]2[CH2:13][CH2:14]3)[cH:3][n:4][cH:5][cH:6]1>>[n:1]1[c:2]([CH:7]2[CH2:8][N:9]3[CH2:10][CH2:11][CH:12]2[CH2:13][CH2:14]3)[cH:3][n:4][cH:5][cH:6]1. The reactants are CO, [H][H], CNc1ccc(CN2CCN(C(c3ccccc3)c3ccccc3)CC2)cc1[N+](=O)[O-]. Product: CNc1ccc(CN2CCN(C(c3ccccc3)c3ccccc3)CC2)cc1N. Reaction SMILES: [CH3:34][OH:35].[H:32][H:33].[c:1]1([CH:7]([N:8]2[CH2:9][CH2:10][N:11]([CH2:14][c:15]3[cH:16][c:17]([N+:23]([O-:24])=[O:25])[c:18]([NH:21][CH3:22])[cH:19][cH:20]3)[CH2:12][CH2:13]2)[c:26]2[cH:27][cH:28][cH:29][cH:30][cH:31]2)[cH:2][cH:3][cH:4][cH:5][cH:6]1>>[c:1]1([CH:7]([N:8]2[CH2:9][CH2:10][N:11]([CH2:14][c:15]3[cH:16][c:17]([NH2:23])[c:18]([NH:21][CH3:22])[cH:19][cH:20]3)[CH2:12][CH2:13]2)[c:26]2[cH:27][cH:28][cH:29][cH:30][cH:31]2)[cH:2][cH:3][cH:4][cH:5][cH:6]1.